From a dataset of the Open Reaction Database (ORD), a public repository of structured organic reaction records. describe an organic reaction: reactants, conditions, products, and yield Reactants: COCCOCCOC, O=S(Cl)Cl, c1ccncc1, O=C(O)CCCc1ccsc1. Yields the product O=C1CCCc2ccsc21. RXN SMILES: [CH3:22][O:23][CH2:24][CH2:25][O:26][CH2:27][CH2:28][O:29][CH3:30].[S:12]([Cl:13])([Cl:14])=[O:15].[cH:16]1[cH:17][cH:18][n:19][cH:20][cH:21]1.[s:1]1[cH:2][c:3]([CH2:6][CH2:7][CH2:8][C:9](=[O:10])[OH:11])[cH:4][cH:5]1>>[s:1]1[c:2]2[c:3]([cH:4][cH:5]1)[CH2:6][CH2:7][CH2:8][C:9]2=[O:11]. As a reaction SMILES: I[C:2]1[C:10]2[C:5](=[CH:6][CH:7]=[C:8]([NH:11][S:12]([C:15]3[CH:20]=[CH:19][CH:18]=[CH:17][C:16]=3[S:21]([CH3:24])(=[O:23])=[O:22])(=[O:14])=[O:13])[CH:9]=2)[N:4](C(OC(C)(C)C)=O)[N:3]=1.[CH3:32][N:33]([CH3:43])[C:34]1[CH:39]=[CH:38][C:37](B(O)O)=[CH:36][CH:35]=1.C(=O)([O-])O.[Na+]>CN(C)C=O>[CH3:32][N:33]([CH3:43])[C:34]1[CH:39]=[CH:38][C:37]([C:2]2[C:10]3[C:5](=[CH:6][CH:7]=[C:8]([NH:11][S:12]([C:15]4[CH:20]=[CH:19][CH:18]=[CH:17][C:16]=4[S:21]([CH3:24])(=[O:23])=[O:22])(=[O:13])=[O:14])[CH:9]=3)[NH:4][N:3]=2)=[CH:36][CH:35]=1 |f:2.3|. Isolated yield 24.5%. The solvent is CN(C=O)C (dimethylformamide). Yields the product CN(C1=CC=C(C=C1)C1=NNC2=CC=C(C=C12)NS(=O)(=O)C1=C(C=CC=C1)S(=O)(=O)C)C (N-[3-(4-dimethylaminophenyl)-1H-indazol-5-yl]-2-methylsulfonylbenzenesulfonamide). Starting materials: IC1=NN(C2=CC=C(C=C12)NS(=O)(=O)C1=C(C=CC=C1)S(=O)(=O)C)C(=O)OC(C)(C)C (tert-butyl 3-iodo-5-(2-methylsulfonylbenzenesulfonylamino)indazole-1-carboxylate), C(O)([O-])=O.[Na+] (sodium hydrogencarbonate), tetrakis(triphenylphosphine)palladium[0], CN(C1=CC=C(C=C1)B(O)O)C (4-dimethylaminophenylboronic acid), saturated aqueous solution. Procedure: N-[3-(4-Dimethylaminophenyl)-1H-indazol-5-yl]-2-methylsulfonylbenzenesulfonamide can be obtained as described in Example 59 from 1 g of tert-butyl 3-iodo-5-(2-methylsulfonylbenzenesulfonylamino)indazole-1-carboxylate, 570 mg of 4-dimethylaminophenylboronic acid, 40 ml of dimethylformamide, 3.2 ml of a saturated aqueous solution of sodium hydrogencarbonate and 50 mg of tetrakis(triphenylphosphine)palladium[0]. 200 mg of N-[3-(4-dimethylaminophenyl)-1H-indazol-5-yl]-2-methylsulfonylbenzenesulfonam... Yields the product BrC=1C(=C(C(=O)O)C(=C(C1)Cl)OC)OC (3-Bromo-5-chloro-2,6-dimethoxybenzoic acid). Reactants: S(=O)(=O)(Cl)Cl (sulphuryl chloride), BrC=1C(=C(C(=O)O)C(=CC1)OC)OC (3-bromo-2,6-dimethoxybenzoic acid). As a reaction SMILES: S(Cl)([Cl:4])(=O)=O.[Br:6][C:7]1[C:8]([O:18][CH3:19])=[C:9]([C:13]([O:16][CH3:17])=[CH:14][CH:15]=1)[C:10]([OH:12])=[O:11]>C(Cl)(Cl)Cl>[Br:6][C:7]1[C:8]([O:18][CH3:19])=[C:9]([C:13]([O:16][CH3:17])=[C:14]([Cl:4])[CH:15]=1)[C:10]([OH:12])=[O:11]. Run in C(Cl)(Cl)Cl (chloroform), C(Cl)(Cl)Cl (chloroform). Procedure: A solution of 40 ml (0.5 mol) of sulphuryl chloride in 100 ml of chloroform is added dropwise to a solution of 26.1 g (0.1 mol) of 3-bromo-2,6-dimethoxybenzoic acid in 150 ml of chloroform. After a night at room temperature the solution is refluxed for 45 minutes. The solvent is evaporated and the residue recrystallized from isopropyl ether - light petroleum. Yield: 23.5 g, m.p. 98.5°-100° C.